This data is from the Open Reaction Database (ORD), a public repository of structured organic reaction records. The task is: describe an organic reaction: reactants, conditions, products, and yield The reactants are BrC=1N=CN(C1)C1=NC(=CC(=N1)C1=CC(=C(C=C1)C(F)(F)F)OCC)C(F)(F)F (2-(4-bromo-imidazol-1-yl)-4-(3-ethoxy-4-trifluoromethyl-phenyl)-6-trifluoromethyl-pyrimidine), NC1=NC=C(C=C1)B1OC(C(O1)(C)C)(C)C (2-amino-5-(4,4,5,5-tetramethyl-1,3,2-dioxaborolan-2-yl)pyridine). Product: C(C)OC=1C=C(C=CC1C(F)(F)F)C1=NC(=NC(=C1)C(F)(F)F)N1C=NC(=C1)C=1C=CC(=NC1)N (5-{1-[4-(3-Ethoxy-4-trifluoromethyl-phenyl)-6-trifluoromethyl-pyrimidin-2-yl]-1H-imidazol-4-yl}-pyridin-2-ylamine), solid. The yield is 15.0%. RXN SMILES: Br[C:2]1[N:3]=[CH:4][N:5]([C:7]2[N:12]=[C:11]([C:13]3[CH:18]=[CH:17][C:16]([C:19]([F:22])([F:21])[F:20])=[C:15]([O:23][CH2:24][CH3:25])[CH:14]=3)[CH:10]=[C:9]([C:26]([F:29])([F:28])[F:27])[N:8]=2)[CH:6]=1.[NH2:30][C:31]1[CH:36]=[CH:35][C:34](B2OC(C)(C)C(C)(C)O2)=[CH:33][N:32]=1>>[CH2:24]([O:23][C:15]1[CH:14]=[C:13]([C:11]2[CH:10]=[C:9]([C:26]([F:29])([F:28])[F:27])[N:8]=[C:7]([N:5]3[CH:6]=[C:2]([C:34]4[CH:35]=[CH:36][C:31]([NH2:30])=[N:32][CH:33]=4)[N:3]=[CH:4]3)[N:12]=2)[CH:18]=[CH:17][C:16]=1[C:19]([F:22])([F:21])[F:20])[CH3:25]. Reported procedure: The title compound was prepared from 2-(4-bromo-imidazol-1-yl)-4-(3-ethoxy-4-trifluoromethyl-phenyl)-6-trifluoromethyl-pyrimidine (example E.9) (0.24 g, 0.5 mmol) and commercially available 2-amino-5-(4,4,5,5-tetramethyl-1,3,2-dioxaborolan-2-yl)pyridine (0.14 g, 0.65 mmol) according to the general procedure VI. Obtained as a yellow solid (0.038 g, 15%). MS (ISP) 495.3 [(M+H)+]; mp 266.5° C. Reactants: [BH4-].[Na+] (Sodium borohydride), FC1=CC(=C(C=C1C(C)C)C1=C(C=C(C=C1)C(F)(F)F)CN1C(O[C@@H]([C@@H]1C)C=1C=C(C=O)C=CC1)=O)OC (3-((4S,5R)-3-{[4′-fluoro-5′-isopropyl-2′-methoxy-4-(trifluoromethyl)biphenyl-2-yl]methyl}-4-methyl-2-oxo-1,3-oxazolidin-5-yl)benzaldehyde), CNC (dimethylamine), solution. Reagents/catalysts: CC([O-])C.[Ti+4].CC([O-])C.CC([O-])C.CC([O-])C (titanium isopropoxide). Solvent: CCO (EtOH), CO (MeOH). Conditions: time 8 hour. Product: CN(C)CC=1C=C(C=CC1)[C@@H]1[C@@H](N(C(O1)=O)CC1=C(C=CC(=C1)C(F)(F)F)C1=C(C=C(C(=C1)C(C)C)F)OC)C ((4S,5R)-5-{3-[(dimethylamino)methyl]phenyl}-3-{[4′-fluoro-5′-isopropyl-2′-methoxy-4-(trifluoromethyl)biphenyl-2-yl]methyl}-4-methyl-1,3-oxazolidin-2-one). RXN SMILES: [F:1][C:2]1[C:7]([CH:8]([CH3:10])[CH3:9])=[CH:6][C:5]([C:11]2[CH:16]=[CH:15][C:14]([C:17]([F:20])([F:19])[F:18])=[CH:13][C:12]=2[CH2:21][N:22]2[C@@H:26]([CH3:27])[C@@H:25]([C:28]3[CH:29]=[C:30]([CH:33]=[CH:34][CH:35]=3)[CH:31]=O)[O:24][C:23]2=[O:36])=[C:4]([O:37][CH3:38])[CH:3]=1.[CH3:39][NH:40][CH3:41].[BH4-].[Na+]>CCO.CO.CC(C)[O-].[Ti+4].CC(C)[O-].CC(C)[O-].CC(C)[O-]>[CH3:39][N:40]([CH2:31][C:30]1[CH:29]=[C:28]([C@H:25]2[O:24][C:23](=[O:36])[N:22]([CH2:21][C:12]3[CH:13]=[C:14]([C:17]([F:20])([F:19])[F:18])[CH:15]=[CH:16][C:11]=3[C:5]3[CH:6]=[C:7]([CH:8]([CH3:10])[CH3:9])[C:2]([F:1])=[CH:3][C:4]=3[O:37][CH3:38])[C@H:26]2[CH3:27])[CH:35]=[CH:34][CH:33]=1)[CH3:41] |f:2.3,6.7.8.9.10|. Reported procedure: To a solution of 3-((4S,5R)-3-{[4′-fluoro-5′-isopropyl-2′-methoxy-4-(trifluoromethyl)biphenyl-2-yl]methyl}-4-methyl-2-oxo-1,3-oxazolidin-5-yl)benzaldehyde (15 mg, 0.028 mmol) in EtOH (1 mL) was added dimethylamine (140 μL of a 2.0 M solution in MeOH) and titanium isopropoxide (79 μL, 0.28 mmol). The resulting white suspension was stirred overnight. Sodium borohydride (7.1 mg, 0.188 mmol) was added and the mixture was stirred overnight. The reaction was quenched by pouring the mixture into 2N aqu... The product is COC(=O)C(C#N)C1(C#N)C(=O)Nc2ccc(OC)cc21. RXN SMILES: [C:1](#[N:2])[C:3]([C:4](=[O:5])[O:6][CH3:7])=[C:8]1[C:9](=[O:19])[NH:10][c:11]2[cH:12][cH:13][c:14]([O:17][CH3:18])[cH:15][c:16]21.[K:20][C:21]#[N:22]>>[C:1](#[N:2])[CH:3]([C:4](=[O:5])[O:6][CH3:7])[C:8]1([C:21]#[N:22])[C:9](=[O:19])[NH:10][c:11]2[cH:12][cH:13][c:14]([O:17][CH3:18])[cH:15][c:16]21. Starting materials: COC(=O)C(C#N)=C1C(=O)Nc2ccc(OC)cc21, N#C[K]. Reactants: CC1=C(Br)C(=O)OC1=O, COc1ccc(CN)c(OC)c1, CC(=O)[O-], CC(=O)O, [Na+]. The product is COc1ccc(CN2C(=O)C(C)=C(Br)C2=O)c(OC)c1. As a reaction SMILES: [Br:1][C:2]1=[C:6]([CH3:7])[C:5](=[O:8])[O:4][C:3]1=[O:9].[CH3:10][O:11][c:12]1[c:13]([CH2:20][NH2:21])[cH:14][cH:15][c:16]([O:18][CH3:19])[cH:17]1.[CH3:23][C:24](=[O:25])[O-:26].[CH3:27][C:28](=[O:29])[OH:30].[Na+:22]>>[Br:1][C:2]1=[C:6]([CH3:7])[C:5](=[O:8])[N:21]([CH2:20][c:13]2[c:12]([O:11][CH3:10])[cH:17][c:16]([O:18][CH3:19])[cH:15][cH:14]2)[C:3]1=[O:9]. Reactants: O(C1=CC=CC=C1)C1=CC=C(C=O)C=C1 (4-phenoxybenzaldehyde), N1=CC=C(C=C1)N1CCNCC1 (N-(4-pyridyl)piperazine), Cl (hydrochloric acid), C(C)(=O)O[BH-](OC(C)=O)OC(C)=O.[Na+] (sodium triacetoxyborohydride). Solvent: ClCCl (dichloromethane), C(C)(=O)O (acetic acid). Reaction conditions: time 30 minute. Product: N1=CC=C(C=C1)N1CCN(CC1)C1=CC=C(C=C1)OC1=CC=CC=C1 (1-(4-pyridyl)-4-(4-phenoxy-phenyl)piperazine). Yield: 50.8%. Reaction SMILES: [O:1]([C:8]1[CH:15]=[CH:14][C:11](C=O)=[CH:10][CH:9]=1)[C:2]1[CH:7]=[CH:6][CH:5]=[CH:4][CH:3]=1.[N:16]1[CH:21]=[CH:20][C:19]([N:22]2[CH2:27][CH2:26][NH:25][CH2:24][CH2:23]2)=[CH:18][CH:17]=1.C(O[BH-](OC(=O)C)OC(=O)C)(=O)C.[Na+].Cl>ClCCl.C(O)(=O)C>[N:16]1[CH:21]=[CH:20][C:19]([N:22]2[CH2:23][CH2:24][N:25]([C:11]3[CH:10]=[CH:9][C:8]([O:1][C:2]4[CH:3]=[CH:4][CH:5]=[CH:6][CH:7]=4)=[CH:15][CH:14]=3)[CH2:26][CH2:27]2)=[CH:18][CH:17]=1 |f:2.3|. Procedure: To a solution of 4-phenoxybenzaldehyde (198 mg) in dichloromethane (20 ml), N-(4-pyridyl)piperazine (163 mg) and acetic acid (240 mg) were added. The mixture was stirred at ambient temperature for 30 mins, and then sodium triacetoxyborohydride (318 mg) was added in one portion. Stirring was continued at ambient temperature overnight. The reaction mixture was poured into 1M hydrochloric acid (50 ml) and washed With ethyl acetate (50 ml). The aqueous layer was made basic with 2M sodium hydroxide s... The reactants are νasC--O--C, ( 59 ), CC1CCOCCCCCCCC(=O)OCC1 (12-methyl-9-oxa-14-tetradecanolide), ( 40 ), ( 15 ), C15H28O3, CC1CCOCCCCCCC(=O)OCC1 (11-Methyl-8-oxa-13-tridecanolide), ( 27 ), ( 100 ), ( 72 ), ( 27 ). Product: CC1(CCOCCCCCCCC(=O)OCC1)C (12,12-Dimethyl-9-oxa-14-tetradecanolide). RXN SMILES: [CH3:1]C1CCOC(=O)CCCCCCOCC1.[CH3:17][CH:18]1[CH2:33][CH2:32][O:31][C:29](=[O:30])[CH2:28][CH2:27][CH2:26][CH2:25][CH2:24][CH2:23][CH2:22][O:21][CH2:20][CH2:19]1>>[CH3:17][C:18]1([CH3:1])[CH2:33][CH2:32][O:31][C:29](=[O:30])[CH2:28][CH2:27][CH2:26][CH2:25][CH2:24][CH2:23][CH2:22][O:21][CH2:20][CH2:19]1. Procedure: Odor: Relatively weak, powdery musk-like, woody-herby.--IR (film): ν=1734 cm-1 (νC=O), 1117/1154 cm-1 (νasO--C--C), 1252 cm-1 (νasC--C(=O)--O), 1366 cm31 1 (δCH3), 1046 cm-1 (νasC--O--C).--1H-NMR (CDCl3): δ=0.94 (s, 6H, 12-Me2), 1.31-1.42 (m, 6H, 4-H2 -6-H2), 1.50-1.57 (m, 4H, 3-,7-H2), 1.69 (t, J=7.2 Hz,2H, 11-H2), 1.71 (dd, J=10.0 and 6.8 Hz, 2H, 13-H2), 2.30 (t, J=6.6 Hz, 2-H2), 3.39 (t, J=5.2 Hz, 8-H2), 3.46 (t, J=6.2 Hz, 10-H2), 4.16 (t, J=7.0 Hz, 2H, 14-H2). --13C-NMR (CDCl3): δ=23.72, 24....